describe an organic reaction: reactants, conditions, products, and yield From a dataset of the Open Reaction Database (ORD), a public repository of structured organic reaction records. The reactants are C(C)[S-].[Na+] (sodium ethanethiolate), ClC=1C(=NC=CC1)C(=O)NC1=NC=CC(=C1)C(F)(F)F (3-chloro-N-(4-trifluoromethylpyridin-2-yl)picolinamide), CN(C)C=O (DMF). The solvent is O (water). Reaction conditions: temperature 60 celsius, time 2 hour. Yields the product C(C)SC=1C(=NC=CC1)C(=O)NC1=NC=CC(=C1)C(F)(F)F (3-ethylsulfanyl-N-(4-trifluoromethylpyridin-2-yl)picolinamide). Isolated yield 92.2%. RXN SMILES: [CH2:1]([S-:3])[CH3:2].[Na+].Cl[C:6]1[C:7]([C:12]([NH:14][C:15]2[CH:20]=[C:19]([C:21]([F:24])([F:23])[F:22])[CH:18]=[CH:17][N:16]=2)=[O:13])=[N:8][CH:9]=[CH:10][CH:11]=1.CN(C=O)C>O>[CH2:1]([S:3][C:6]1[C:7]([C:12]([NH:14][C:15]2[CH:20]=[C:19]([C:21]([F:22])([F:24])[F:23])[CH:18]=[CH:17][N:16]=2)=[O:13])=[N:8][CH:9]=[CH:10][CH:11]=1)[CH3:2] |f:0.1|. Reported procedure: 0.86 g of sodium ethanethiolate was added to a mixture of 1.23 g of 3-chloro-N-(4-trifluoromethylpyridin-2-yl)picolinamide and 3 mL of DMF, and the mixture was stirred at 60° C. for 2 hours. The reaction mixture cooled to room temperature was poured to water, and the precipitated solid was taken by filtration. The resulting solid was dissolved in ethyl acetate, and the mixture was extracted with water and ethyl acetate. The organic layer was dried over anhydrous sodium sulfate and then concentra... Starting materials: CN[C@@H]1C[C@H]2O[C@@](C)([C@@H]1OC)n1c3ccccc3c3c4c(c5c6ccccc6n2c5c31)C(=O)NC4 (staurosporine), OCCCCC=O. Reagents/catalysts: CC(C)[O-].CC(C)[O-].CC(C)[O-].CC(C)[O-].[Ti+4] (Ti(OiPr)4), CC(=O)O (acetic acid), CC(=O)O[BH-](OC(C)=O)OC(C)=O.[Na+] (Sodium triacetoxyborohydride). The solvent is CN1CCCC1=O (NMP), CN1CCCC1=O (NMP), CN1CCCC1=O (NMP), CN1CCCC1=O (NMP), CN1CCCC1=O (NMP), CN1CCCC1=O (NMP), CN1CCCC1=O (NMP). Conditions: temperature 22 celsius, time 18 hour. Yields the product CO[C@@H]1[C@@H](C[C@H]2O[C@]1(C)n3c4ccccc4c5c6CNC(=O)c6c7c8ccccc8n2c7c35)N(C)CCCCCO, CN[C@@H]1C[C@H]2O[C@@](C)([C@@H]1OC)n1c3ccccc3c3c4c(c5c6ccccc6n2c5c31)C(=O)NC4 (Staurosporine), OCCCCC=O. Reactants: BrB(Br)Br, COc1cccc2c1CCC2n1cccc(C(=O)Nc2ccc(Br)cc2)c1=O, [Na+], O=C([O-])O. Yields the product O=C(Nc1ccc(Br)cc1)c1cccn(C2CCc3c(O)cccc32)c1=O. As a reaction SMILES: [B:29]([Br:30])([Br:31])[Br:32].[Br:1][c:2]1[cH:3][cH:4][c:5]([NH:8][C:9](=[O:10])[c:11]2[c:12](=[O:28])[n:13]([CH:17]3[CH2:18][CH2:19][c:20]4[c:21]([O:26][CH3:27])[cH:22][cH:23][cH:24][c:25]43)[cH:14][cH:15][cH:16]2)[cH:6][cH:7]1.[Na+:37].[O-:33][C:34]([OH:35])=[O:36]>>[Br:1][c:2]1[cH:3][cH:4][c:5]([NH:8][C:9](=[O:10])[c:11]2[c:12](=[O:28])[n:13]([CH:17]3[CH2:18][CH2:19][c:20]4[c:21]([OH:26])[cH:22][cH:23][cH:24][c:25]43)[cH:14][cH:15][cH:16]2)[cH:6][cH:7]1. Reactants: C1CCNCC1, CCO, CC(CNc1cc(Nc2cc(Cl)ccc2F)nc2c(C=O)cnn12)N1CCOCC1, O=C1CNC(=O)N1, O. The product is CC(CNc1cc(Nc2cc(Cl)ccc2F)nc2c(C=C3NC(=O)NC3=O)cnn12)N1CCOCC1. As a reaction SMILES: [CH2:38]1[CH2:39][CH2:40][NH:41][CH2:42][CH2:43]1.[CH3:44][CH2:45][OH:46].[Cl:8][c:9]1[cH:10][cH:11][c:12]([F:37])[c:13]([NH:15][c:16]2[n:17][c:18]3[n:19]([c:20]([NH:22][CH2:23][CH:24]([CH3:25])[N:26]4[CH2:27][CH2:28][O:29][CH2:30][CH2:31]4)[cH:21]2)[n:32][cH:33][c:34]3[CH:35]=[O:36])[cH:14]1.[O:1]=[C:2]1[CH2:3][NH:4][C:5](=[O:6])[NH:7]1.[OH2:47]>>[O:1]=[C:2]1[C:3](=[CH:35][c:34]2[c:18]3[n:17][c:16]([NH:15][c:13]4[c:12]([F:37])[cH:11][cH:10][c:9]([Cl:8])[cH:14]4)[cH:21][c:20]([NH:22][CH2:23][CH:24]([CH3:25])[N:26]4[CH2:27][CH2:28][O:29][CH2:30][CH2:31]4)[n:19]3[n:32][cH:33]2)[NH:4][C:5](=[O:6])[NH:7]1. The reactants are [C-]#N, [C-]#N, Cc1cc(C2=CCN(C(=O)OC(C)(C)C)CC2)cc(C)c1OS(=O)(=O)C(F)(F)F, CN(C)C=O, [Zn+2], c1ccc(P(c2ccccc2)(c2ccccc2)[Pd](P(c2ccccc2)(c2ccccc2)c2ccccc2)(P(c2ccccc2)(c2ccccc2)c2ccccc2)P(c2ccccc2)(c2ccccc2)c2ccccc2)cc1. Yields the product Cc1cc(C2=CCN(C(=O)OC(C)(C)C)CC2)cc(C)c1C#N. RXN SMILES: [C-:35]#[N:36].[C-:38]#[N:39].[CH3:1][c:2]1[cH:3][c:4]([C:17]2=[CH:22][CH2:21][N:20]([C:23](=[O:24])[O:25][C:26]([CH3:27])([CH3:28])[CH3:29])[CH2:19][CH2:18]2)[cH:5][c:6]([CH3:16])[c:7]1[O:8][S:9]([C:10]([F:11])([F:12])[F:13])(=[O:14])=[O:15].[CH3:30][N:31]([CH3:32])[CH:33]=[O:34].[Zn+2:37].[cH:40]1[cH:41][cH:42][c:43]([P:44]([Pd:45]([P:46]([c:47]2[cH:48][cH:49][cH:50][cH:51][cH:52]2)([c:53]2[cH:54][cH:55][cH:56][cH:57][cH:58]2)[c:59]2[cH:60][cH:61][cH:62][cH:63][cH:64]2)([P:65]([c:66]2[cH:67][cH:68][cH:69][cH:70][cH:71]2)([c:72]2[cH:73][cH:74][cH:75][cH:76][cH:77]2)[c:78]2[cH:79][cH:80][cH:81][cH:82][cH:83]2)[P:84]([c:85]2[cH:86][cH:87][cH:88][cH:89][cH:90]2)([c:91]2[cH:92][cH:93][cH:94][cH:95][cH:96]2)[c:97]2[cH:98][cH:99][cH:100][cH:101][cH:102]2)([c:103]2[cH:104][cH:105][cH:106][cH:107][cH:108]2)[c:109]2[cH:110][cH:111][cH:112][cH:113][cH:114]2)[cH:115][cH:116]1>>[CH3:1][c:2]1[cH:3][c:4]([C:17]2=[CH:22][CH2:21][N:20]([C:23](=[O:24])[O:25][C:26]([CH3:27])([CH3:28])[CH3:29])[CH2:19][CH2:18]2)[cH:5][c:6]([CH3:16])[c:7]1[C:30]#[N:31]. The reactants are C(C)(C)(C)OC(=O)N1C[C@H]([C@@H](CC1)NC(=O)OCC1=CC=CC=C1)C(=O)N1C[C@@H](CCC1)CC1=CC=C(C=C1)F ((3R,4R)-4-benzyloxycarbonylamino-3-[(S)-3-(4-fluoro-benzyl)-piperidine-1-carbonyl]-piperidine-1-carboxylic acid t-butyl ester). The reagents and catalysts are [Pd] (palladium on carbon). Run in CO (methanol). Reaction conditions: time 18 hour. Yields the product C(C)(C)(C)OC(=O)N1C[C@H]([C@@H](CC1)N)C(=O)N1C[C@@H](CCC1)CC1=CC=C(C=C1)F ((3R,4R)-4-amino-3-[(S)-3-(4-fluoro-benzyl)-piperidine-1-carbonyl]-piperidine-1-carboxylic acid t-butyl ester). Isolated yield 96.7%. RXN SMILES: [C:1]([O:5][C:6]([N:8]1[CH2:13][CH2:12][C@@H:11]([NH:14]C(OCC2C=CC=CC=2)=O)[C@H:10]([C:25]([N:27]2[CH2:32][CH2:31][CH2:30][C@@H:29]([CH2:33][C:34]3[CH:39]=[CH:38][C:37]([F:40])=[CH:36][CH:35]=3)[CH2:28]2)=[O:26])[CH2:9]1)=[O:7])([CH3:4])([CH3:3])[CH3:2]>[Pd].CO>[C:1]([O:5][C:6]([N:8]1[CH2:13][CH2:12][C@@H:11]([NH2:14])[C@H:10]([C:25]([N:27]2[CH2:32][CH2:31][CH2:30][C@@H:29]([CH2:33][C:34]3[CH:39]=[CH:38][C:37]([F:40])=[CH:36][CH:35]=3)[CH2:28]2)=[O:26])[CH2:9]1)=[O:7])([CH3:4])([CH3:2])[CH3:3]. Reported procedure: In a dry 500-mL Paar flask charged with 10 wt % palladium on carbon (0.050 g) and (3R,4R)-4-benzyloxycarbonylamino-3-[(S)-3-(4-fluoro-benzyl)-piperidine-1-carbonyl]-piperidine-1-carboxylic acid t-butyl ester (0.25 g, 0.451 mmol) was added methanol (15 mL). The reaction mixture was hydrogenated at 48 psi for 18 hours with vigorous shaking. The reaction mixture was filtered through a plug of celite. The plug was washed with 20 mL of methanol and the combined filtrates were concentrated in vacuo to... Starting materials: Cc1cc(Cl)nc2ccc(CBr)cc12, CO, CCOC(C)=O, [Na+], [OH-]. The product is COCc1ccc2nc(Cl)cc(C)c2c1. As a reaction SMILES: [Br:1][CH2:2][c:3]1[cH:4][c:5]2[c:6]([CH3:14])[cH:7][c:8]([Cl:13])[n:9][c:10]2[cH:11][cH:12]1.[CH3:17][OH:18].[CH3:19][CH2:20][O:21][C:22](=[O:23])[CH3:24].[Na+:16].[OH-:15]>>[CH2:2]([c:3]1[cH:4][c:5]2[c:6]([CH3:14])[cH:7][c:8]([Cl:13])[n:9][c:10]2[cH:11][cH:12]1)[O:15][CH3:17].